This data is from the Open Reaction Database (ORD), a public repository of structured organic reaction records. The task is: describe an organic reaction: reactants, conditions, products, and yield The reactants are ClC1=C(OC2CN(C2)C(=O)Cl)C=C(C=C1)C(F)(F)F (3-(2-chloro-5-trifluoromethylphenoxy)-1-azetidinecarbonyl chloride), CN (monomethylamine). Solvent: O (water), O1CCCC1 (tetrahydrofuran). Conditions: time 16 hour. Product: ClC1=C(OC2CN(C2)C(=O)NC)C=C(C=C1)C(F)(F)F (3-[2-Chloro-5-(trifluoromethyl)phenoxy]-N-methyl-1-azetidinecarboxamide). The yield is 76.2%. Reaction SMILES: [Cl:1][C:2]1[CH:15]=[CH:14][C:13]([C:16]([F:19])([F:18])[F:17])=[CH:12][C:3]=1[O:4][CH:5]1[CH2:8][N:7]([C:9](Cl)=[O:10])[CH2:6]1.[CH3:20][NH2:21]>O1CCCC1.O>[Cl:1][C:2]1[CH:15]=[CH:14][C:13]([C:16]([F:19])([F:18])[F:17])=[CH:12][C:3]=1[O:4][CH:5]1[CH2:8][N:7]([C:9]([NH:21][CH3:20])=[O:10])[CH2:6]1. Procedure: A stirred solution of 5.2 g (0.017 mol) of 3-(2-chloro-5-trifluoromethylphenoxy)-1-azetidinecarbonyl chloride in 20 mL of tetrahydrofuran was treated all at once with 4 g (0.05 mol) of 40% aqueous monomethylamine and stirred for 16 hr. The reaction mixture was diluted with 200 mL of water and the oil globules which separated slowly solidified on standing. Filtration yielded 4 g of crude product which was recrystallized from benzene/ligroin yielding 3.3 g (62.9%) of fine white crystalline product... Starting materials: COS(=O)(=O)OC, [H-], [Na+], O, N#CCOc1cccc(C=CC(=O)c2c(O)c3ccccc3oc2=O)c1. Product: COc1c(C(=O)C=Cc2cccc(OCC#N)c2)c(=O)oc2ccccc12. Reaction SMILES: [CH3:29][O:30][S:31]([O:32][CH3:33])(=[O:34])=[O:35].[H-:27].[Na+:28].[OH2:36].[OH:1][c:2]1[c:3]([C:13]([CH:14]=[CH:15][c:16]2[cH:17][c:18]([O:22][CH2:23][C:24]#[N:25])[cH:19][cH:20][cH:21]2)=[O:26])[c:4](=[O:12])[o:5][c:6]2[c:7]1[cH:8][cH:9][cH:10][cH:11]2>>[O:1]([c:2]1[c:3]([C:13]([CH:14]=[CH:15][c:16]2[cH:17][c:18]([O:22][CH2:23][C:24]#[N:25])[cH:19][cH:20][cH:21]2)=[O:26])[c:4](=[O:12])[o:5][c:6]2[c:7]1[cH:8][cH:9][cH:10][cH:11]2)[CH3:29]. Starting materials: N1N=CC(=C1)NC(=O)C=1N=COC1C=1C=C(C=CC1)C (N-(1H-pyrazol-4-yl)-5-(m-tolyl)oxazole-4-carboxamide), BrCC1N(CCC1)C(=O)OC(C)(C)C (tert-butyl 2-(bromomethyl)pyrrolidine-1-carboxylate), BrCC1N(CCC1)C(=O)OC(C)(C)C (tert-butyl 2-(bromomethyl)pyrrolidine-1-carboxylate), C(=O)([O-])[O-].[K+].[K+] (K2CO3). The reagents and catalysts are [Br-].C(CCC)[N+](CCCC)(CCCC)CCCC (tetrabutylammoniumbromide). Run in CN(C)C=O (DMF), CCOC(=O)C (EtOAc). Run at temperature 80 celsius. Yields the product C1(=CC(=CC=C1)C1=C(N=CO1)C(=O)NC=1C=NN(C1)CC1N(CCC1)C(=O)OC(C)(C)C)C (rac-tert-butyl 2-((4-(5-(m-tolyl)oxazole-4-carboxamido)-1H-pyrazol-1-yl)methyl)pyrrolidine-1-carboxylate). As a reaction SMILES: [NH:1]1[CH:5]=[C:4]([NH:6][C:7]([C:9]2[N:10]=[CH:11][O:12][C:13]=2[C:14]2[CH:15]=[C:16]([CH3:20])[CH:17]=[CH:18][CH:19]=2)=[O:8])[CH:3]=[N:2]1.Br[CH2:22][CH:23]1[CH2:27][CH2:26][CH2:25][N:24]1[C:28]([O:30][C:31]([CH3:34])([CH3:33])[CH3:32])=[O:29].C([O-])([O-])=O.[K+].[K+]>CN(C=O)C.[Br-].C([N+](CCCC)(CCCC)CCCC)CCC.CCOC(C)=O>[C:16]1([CH3:20])[CH:17]=[CH:18][CH:19]=[C:14]([C:13]2[O:12][CH:11]=[N:10][C:9]=2[C:7]([NH:6][C:4]2[CH:5]=[N:1][N:2]([CH2:22][CH:23]3[CH2:27][CH2:26][CH2:25][N:24]3[C:28]([O:30][C:31]([CH3:32])([CH3:34])[CH3:33])=[O:29])[CH:3]=2)=[O:8])[CH:15]=1 |f:2.3.4,6.7|. Procedure: To N-(1H-pyrazol-4-yl)-5-(m-tolyl)oxazole-4-carboxamide (150 mg, 0.56 mmol) in DMF (1.5 mL), tert-butyl 2-(bromomethyl)pyrrolidine-1-carboxylate (148 mg, 0.56 mmol) was added and K2CO3 (309 mg, 2.24 mmol) followed by tetrabutylammoniumbromide (18 mg, 0.056 mmol). The reaction mixture was heated to 80° C. for 2 h, then tert-butyl 2-(bromomethyl)pyrrolidine-1-carboxylate (1 eq.) followed by heating to 90° C. for 6 h. The reaction mixture was diluted with EtOAc, washed with sat. aq. NaHCO3-solution... The reactants are CC1=C(CCN)C2=CC=CC=C2N1 (2-Methyltryptamine), Cl (hydrochloric acid), [BH4-].[Na+] (Sodium borohydride), Cl (hydrochloric acid), COC(\C=C\C1=CC=C(C=C1)C=O)=O ((E)-3-(4-formyl-phenyl)-acrylic acid methyl ester), imine, [H][H] (hydrogen). Solvent: CO (methanol), O (water). Run at temperature 22.5 celsius, time 1 hour. Yields the product Cl.COC(\C=C\C1=CC=C(C=C1)CNCCC1=C(NC2=CC=CC=C12)C)=O ((E)-3-(4-{[2-(2-methyl-1H-indol-3-yl)-ethylamino]-methyl]-phenyl)-acrylic acid methyl ester hydrochloride salt). Reaction SMILES: [CH3:1][C:2]1[NH:13][C:12]2[C:7](=[CH:8][CH:9]=[CH:10][CH:11]=2)[C:3]=1[CH2:4][CH2:5][NH2:6].[CH3:14][O:15][C:16](=[O:27])/[CH:17]=[CH:18]/[C:19]1[CH:24]=[CH:23][C:22]([CH:25]=O)=[CH:21][CH:20]=1.[BH4-].[Na+].[ClH:30].[H][H]>CO.O>[ClH:30].[CH3:14][O:15][C:16](=[O:27])/[CH:17]=[CH:18]/[C:19]1[CH:20]=[CH:21][C:22]([CH2:25][NH:6][CH2:5][CH2:4][C:3]2[C:7]3[C:12](=[CH:11][CH:10]=[CH:9][CH:8]=3)[NH:13][C:2]=2[CH3:1])=[CH:23][CH:24]=1 |f:2.3,8.9|. Procedure: 2-Methyltryptamine (50 g, 287 mmole) and (E)-3-(4-formyl-phenyl)-acrylic acid methyl ester (54.6 g, 287 mmole) are suspended in methanol (514 g). The solution is stirred for 1 hour at 20-25° C., to allow the formation of the imine intermediate. The solution is cooled to −15° C. within ca. 20 minutes. Sodium borohydride (5.43 g, 143.5 mmole) is added in several portions during ca. 1 hour while maintaining the temperature at −15° C. to −10° C. The reaction mixture is stirred for additional 30 minu...